Task: describe an organic reaction: reactants, conditions, products, and yield. Dataset: the Open Reaction Database (ORD), a public repository of structured organic reaction records Starting materials: TEA, isomer mixture, N1CCC2=CC=CC=C12 (2,3-dihydro-1H-indole), C(#N)C=1C(=CC(=NC1)N1CCC(CC1)N1C(NC2=NC=CC=C21)=O)C(=O)O (5′-cyano-4-(2-oxo-2,3-dihydro-imidazo[4,5-b]pyridin-1-yl)-3,4,5,6-tetrahydro-2H-[1,2′]bipyridinyl-4′-carboxylic acid), C(#N)C=1C(=CC(=NC1)C(=O)O)N1CCC(CC1)N1C(NC2=NC=CC=C21)=O (5′-cyano-4-(2-oxo-2,3-dihydro-imidazo[4,5-b]pyridin-1-yl)-3,4,5,6-tetrahydro-2H-[1,4′]bipyridinyl-2′-carboxylic acid), CN(C)C(=[N+](C)C)ON1C2=C(C=CC=C2)N=N1.[B-](F)(F)(F)F (TBTU). Solvent: CN(C)C=O (DMF). Yields the product N1(CCC2=CC=CC=C12)C(=O)C1=CC(=C(C=N1)C#N)N1CCC(CC1)N1C(NC2=NC=CC=C21)=O (6′-(2,3-dihydro-indole-1-carbonyl)-4-(2-oxo-2,3-dihydro-imidazo[4,5-b]pyridin-1-yl)-3,4,5,6-tetrahydro-2H-[1,4′]bipyridinyl-3′-carbonitrile). As a reaction SMILES: C(C1[C:4]([C:25](O)=O)=[CH:5][C:6]([N:9]2[CH2:14][CH2:13][CH:12](N3C4C(=NC=CC=4)NC3=O)[CH2:11]C2)=NC=1)#N.[C:28]([C:30]1[C:31]([N:39]2[CH2:44][CH2:43][CH:42]([N:45]3[C:53]4[C:48](=[N:49][CH:50]=[CH:51][CH:52]=4)[NH:47][C:46]3=[O:54])[CH2:41][CH2:40]2)=[CH:32][C:33]([C:36]([OH:38])=O)=[N:34][CH:35]=1)#[N:29].N1C2C(=CC=CC=2)CC1.CN(C(ON1N=NC2C=CC=CC1=2)=[N+](C)C)C.[B-](F)(F)(F)F>CN(C=O)C>[N:9]1([C:36]([C:33]2[N:34]=[CH:35][C:30]([C:28]#[N:29])=[C:31]([N:39]3[CH2:44][CH2:43][CH:42]([N:45]4[C:53]5[C:48](=[N:49][CH:50]=[CH:51][CH:52]=5)[NH:47][C:46]4=[O:54])[CH2:41][CH2:40]3)[CH:32]=2)=[O:38])[C:6]2[C:12](=[CH:11][CH:25]=[CH:4][CH:5]=2)[CH2:13][CH2:14]1 |f:3.4|. Reported procedure: 0.11 mg (0.29 mmol) of an isomer mixture of 5′-cyano-4-(2-oxo-2,3-dihydro-imidazo[4,5-b]pyridin-1-yl)-3,4,5,6-tetrahydro-2H-[1,2′]bipyridinyl-4′-carboxylic acid and 5′-cyano-4-(2-oxo-2,3-dihydro-imidazo[4,5-b]pyridin-1-yl)-3,4,5,6-tetrahydro-2H-[1,4′]bipyridinyl-2′-carboxylic acid, 34 mg (0.29 mmol) 2,3-dihydro-1H-indole and 90 μL (0.61 mmol) TEA were placed in 1.5 mL DMF. 0.10 g (0.32 mmol) TBTU were added. The reaction mixture was stirred over the weekend at RT. The purification and separation... Reactants: [Li]C(C)(C)C, CN(C)CCN(C)C, CCOCC, CN1c2ccccc2Sc2ccccc21, O=CN1CCCCC1, Cl. Yields the product CN1c2ccccc2Sc2c(C=O)cccc21. Reaction SMILES: [C:1]([Li:2])([CH3:3])([CH3:4])[CH3:5].[CH3:21][N:22]([CH2:23][CH2:24][N:25]([CH3:26])[CH3:27])[CH3:28].[CH3:38][CH2:39][O:40][CH2:41][CH3:42].[CH3:6][N:7]1[c:8]2[cH:9][cH:10][cH:11][cH:12][c:13]2[S:14][c:15]2[cH:16][cH:17][cH:18][cH:19][c:20]21.[CH:29](=[O:30])[N:31]1[CH2:32][CH2:33][CH2:34][CH2:35][CH2:36]1.[ClH:37]>>[CH3:6][N:7]1[c:8]2[cH:9][cH:10][cH:11][c:12]([CH:29]=[O:30])[c:13]2[S:14][c:15]2[cH:16][cH:17][cH:18][cH:19][c:20]21. Reactants: BrC(C(CC(=O)OC)=O)C (methyl 4-bromo-3-oxo-pentanoate), C(C1=CC=CC=C1)(=O)N (benzamide), P(=O)(O)([O-])[O-].[Na+].[Na+] (sodium hydrogen phosphate), CCO (EtOH). The solvent is C1(=CC=CC=C1)C (toluene). Reaction conditions: temperature 95 celsius. Product: COC(CC=1N=C(OC1C)C1=CC=CC=C1)=O (2-[5-methyl-2-phenyl-1,3-oxazol-4-yl]acetic acid methyl ester). Isolated yield 34.9%. As a reaction SMILES: Br[CH:2]([CH3:10])[C:3](=O)[CH2:4][C:5]([O:7][CH3:8])=[O:6].[C:11]([NH2:19])(=[O:18])[C:12]1[CH:17]=[CH:16][CH:15]=[CH:14][CH:13]=1.P([O-])([O-])(O)=O.[Na+].[Na+].CCO>C1(C)C=CC=CC=1>[CH3:8][O:7][C:5](=[O:6])[CH2:4][C:3]1[N:19]=[C:11]([C:12]2[CH:17]=[CH:16][CH:15]=[CH:14][CH:13]=2)[O:18][C:2]=1[CH3:10] |f:2.3.4|. Procedure details: To a solution of 140 g (0.67 mol) of methyl 4-bromo-3-oxo-pentanoate in 300 mL of anhydrous toluene was added 210 g (1.73 mol) of benzamide, 132 g (0.93 mol) of sodium hydrogen phosphate, and ˜20 mL of EtOH. The suspension was stirred with heating to 95° C. for 24 h, then cooled to 0° C., filtered, and the solids washed with cyclohexane (2×100 mL) followed by 20% EtOAc in hexanes (200 mL). The combined filtrates were washed with 2×100 mL 10% KOH solution and brine (100 mL). The organics were dri... The reactants are CS(=O)(=O)OCCC1(C(N2N(CCCC2C(=O)OC(C)(C)C)C1)=O)C (tert.butyl hexahydro-2(2-methanesulfonyloxyethyl)-2-methyl-3-oxo-1H-pyrazolo[1,2-a]-pyridazine-5-carboxylate), [I-].[Na+] (sodium iodide), C(C)(=S)[O-].[K+] (potassium thioacetate). The solvent is CC(=O)C (acetone). Run at time 24 hour. Product: C(C)(=O)SCCC1(C(N2N(CCCC2C(=O)OC(C)(C)C)C1)=O)C (tert.butyl hexahydro-2-(2-acetylthioethyl)-2-methyl-3-oxo-1H-pyrazolo[1,2-a]pyridazine-5-carboxylate). Yield: 59.9%. Reaction SMILES: CS(O[CH2:6][CH2:7][C:8]1([CH3:25])[CH2:23][N:11]2[CH2:12][CH2:13][CH2:14][CH:15]([C:16]([O:18][C:19]([CH3:22])([CH3:21])[CH3:20])=[O:17])[N:10]2[C:9]1=[O:24])(=O)=O.[I-].[Na+].[C:28]([O-:31])(=[S:30])[CH3:29].[K+]>CC(C)=O>[C:28]([S:30][CH2:6][CH2:7][C:8]1([CH3:25])[CH2:23][N:11]2[CH2:12][CH2:13][CH2:14][CH:15]([C:16]([O:18][C:19]([CH3:22])([CH3:20])[CH3:21])=[O:17])[N:10]2[C:9]1=[O:24])(=[O:31])[CH3:29] |f:1.2,3.4|. Reported procedure: A solution of 0.77 g tert.butyl hexahydro-2(2-methanesulfonyloxyethyl)-2-methyl-3-oxo-1H-pyrazolo[1,2-a]-pyridazine-5-carboxylate (diastereomer A) in 20 ml of acetone was treated with 0.3 g of sodium iodide and 0.23 g of potassium thioacetate. The mixture was then stirred at room temperature for 24 hours and subsequently evaporated. After chromatography of the residue on silica gel, there was obtained 0.43 g (59%) of tert.butyl hexahydro-2-(2-acetylthioethyl)-2-methyl-3-oxo-1H-pyrazolo[1,2-a]pyr... The reactants are BrC(C(C)=O)C1=NC(=NC(=C1)C)C (1-bromo-1-(2,6-dimethyl-pyrimidin-4-yl)-propan-2-one), NC(=S)N (thiourea). Product: CC1=NC(=CC(=N1)C1=C(N=C(S1)N)C)C (5-(2,6-Dimethyl-pyrimidin-4-yl)-4-methyl-thiazol-2-ylamine). RXN SMILES: Br[CH:2]([C:6]1[CH:11]=[C:10]([CH3:12])[N:9]=[C:8]([CH3:13])[N:7]=1)[C:3](=O)[CH3:4].[NH2:14][C:15]([NH2:17])=[S:16]>>[CH3:13][C:8]1[N:7]=[C:6]([C:2]2[S:16][C:15]([NH2:17])=[N:14][C:3]=2[CH3:4])[CH:11]=[C:10]([CH3:12])[N:9]=1. Procedure details: This material is prepared by reaction of 1-bromo-1-(2,6-dimethyl-pyrimidin-4-yl)-propan-2-one with thiourea following the procedure described for intermediate AC4. Reactants: [OH-].[Na+] (NaOH), C1(=CC=CC=C1)P(C1=C(C=CC=C1)CP(OCC(C)C)=O)C1=CC=CC=C1 (isobutyl (2-diphenylphosphinophenyl)methylphosphinate). The solvent is C1CCOC1 (THF), Cl (hydrochloric acid), O (water), C1CCOC1 (THF). Conditions: temperature 23 celsius, time 20 minute. Product: C1(=CC=CC=C1)P(C1=C(C=CC=C1)CP(O)=O)C1=CC=CC=C1 ((2-Diphenylphosphinophenyl)methylphosphinic Acid). Reaction SMILES: [OH-].[Na+].[C:3]1([P:9]([C:24]2[CH:29]=[CH:28][CH:27]=[CH:26][CH:25]=2)[C:10]2[CH:15]=[CH:14][CH:13]=[CH:12][C:11]=2[CH2:16][PH:17](=[O:23])[O:18]CC(C)C)[CH:8]=[CH:7][CH:6]=[CH:5][CH:4]=1>O.C1COCC1.Cl>[C:24]1([P:9]([C:3]2[CH:4]=[CH:5][CH:6]=[CH:7][CH:8]=2)[C:10]2[CH:15]=[CH:14][CH:13]=[CH:12][C:11]=2[CH2:16][PH:17](=[O:18])[OH:23])[CH:25]=[CH:26][CH:27]=[CH:28][CH:29]=1 |f:0.1|. Procedure: 0.30 g (7.6 mmol) of NaOH in 5 ml of water are added dropwise at 23° C. to a solution of 1.50 g (3.8 mmol) of isobutyl (2-diphenylphosphinophenyl)methylphosphinate in 5 ml of THF. After refluxing for 6 hours, the mixture is diluted with a further 5 ml of THF, 3.0 ml of 2N hydrochloric acid are added dropwise at 23° C. and the mixture is stirred for 20 min at 23° C. After phase separation, the aqueous phase is extracted twice, each time with 20 ml of dichloromethane, and the combined organic phas... Reactants: N1C(C2(C3=CC=CC=C13)COC1=CC3=C(OCCO3)C=C12)=O (2,3-dihydrospiro[furo[2,3-g][1,4]benzodioxine-8,3′-indol]-2′(1′H)-one), CC1=CC=C(C=C1)S(=O)(=O)OC[C@@H]1OCCOC1 ((R)-(1,4-dioxan-2-yl)methyl 4-methylbenzenesulfonate), N1C(C2(C3=CC=CC=C13)COC=1C2=CC2=C(OCO2)C1)=O (spiro[furo[2,3-f][1,3]benzodioxole-7,3′-indol]-2′(1′H)-one), Cl.ClCC=1C=NC=C(C1)F (3-(chloromethyl)-5-fluoropyridine hydrochloride). Product: FC=1C=C(C=NC1)CN1C(C2(C3=CC=CC=C13)COC1=CC3=C(OCCO3)C=C12)=O (1′-[(5-fluoropyridin-3-yl)methyl]-2,3-dihydrospiro[furo[2,3-g][1,4]benzodioxine-8,3′-indol]-2′(1′H)-one). RXN SMILES: [NH:1]1[C:9]2[C:4](=[CH:5][CH:6]=[CH:7][CH:8]=2)[C:3]2([C:21]3[C:12](=[CH:13][C:14]4[O:19][CH2:18][CH2:17][O:16][C:15]=4[CH:20]=3)[O:11][CH2:10]2)[C:2]1=[O:22].N1C2C(=CC=CC=2)C2(C3=CC4OCOC=4C=C3OC2)C1=O.Cl.Cl[CH2:46][C:47]1[CH:48]=[N:49][CH:50]=[C:51]([F:53])[CH:52]=1.CC1C=CC(S(OC[C@H]2COCCO2)(=O)=O)=CC=1>>[F:53][C:51]1[CH:52]=[C:47]([CH2:46][N:1]2[C:9]3[C:4](=[CH:5][CH:6]=[CH:7][CH:8]=3)[C:3]3([C:21]4[C:12](=[CH:13][C:14]5[O:19][CH2:18][CH2:17][O:16][C:15]=5[CH:20]=4)[O:11][CH2:10]3)[C:2]2=[O:22])[CH:48]=[N:49][CH:50]=1 |f:2.3|. Reported procedure: Following the procedure as described in EXAMPLE 8 and making non-critical variations using 2,3-dihydrospiro[furo[2,3-g][1,4]benzodioxine-8,3′-indol]-2′(1′H)-one to replace spiro[furo[2,3-f][1,3]benzodioxole-7,3′-indol]-2′(1′H)-one, and 3-(chloromethyl)-5-fluoropyridine hydrochloride (Carlson et al., Acta Pharmaceutica Suecica, 1972, 9, 411-414) to replace (R)-(1,4-dioxan-2-yl)methyl 4-methylbenzenesulfonate, 1′-[(5-fluoropyridin-3-yl)methyl]-2,3-dihydrospiro[furo[2,3-g][1,4]benzodioxine-8,3′-ind...